Dataset: the Open Reaction Database (ORD), a public repository of structured organic reaction records. Task: describe an organic reaction: reactants, conditions, products, and yield Reactants: [N+](=O)([O-])C=1C=CC2=C(N=CS2)C1 (5-Nitrobenzo[d]thiazole), CC(=O)O (AcOH). Reagents/catalysts: [Zn] (Zinc). Solvent: C1CCOC1 (THF). Reaction conditions: time 1 hour. Yields the product S1C=NC2=C1C=CC(=C2)N (benzo[d]thiazol-5-amine). Reaction SMILES: [N+:1]([C:4]1[CH:5]=[CH:6][C:7]2[S:11][CH:10]=[N:9][C:8]=2[CH:12]=1)([O-])=O.CC(O)=O>C1COCC1.[Zn]>[S:11]1[C:7]2[CH:6]=[CH:5][C:4]([NH2:1])=[CH:12][C:8]=2[N:9]=[CH:10]1. Procedure details: 5-Nitrobenzo[d]thiazole (150 mg) was dissolved in THF (20 mL) at 0° C. and AcOH (1 mL) was added followed by Zinc dust (1.65 g). Mixture was stirred at RT for 1 h and was filtered on silica pad (rinsed with EtOAc). Solvent was evaporated, residue was diluted with NaHCO3 and extracted with EtOAc. Organic phases was dried, filtered and evaporated to give benzo[d]thiazol-5-amine. Run at temperature 60 celsius, time 90 minute. Solvent: O1CCCC1 (tetrahydrofuran). Yields the product FC1=CC=C(C=C1)C1=CC2=C(N(C(=N2)N)C(C)C2=CC(=C(C=C2)OCC=2C=NC(=CC2)OC)OC)C=C1 (5-(4-fluorophenyl)-1-(1-(3-methoxy-4-((6-methoxypyridin-3-yl)methoxy)phenyl)ethyl)-1H-benzo[d]imidazol-2-amine). Reaction SMILES: I[C:2]1[CH:31]=[CH:30][C:5]2[N:6]([CH:10]([C:12]3[CH:17]=[CH:16][C:15]([O:18][CH2:19][C:20]4[CH:21]=[N:22][C:23]([O:26][CH3:27])=[CH:24][CH:25]=4)=[C:14]([O:28][CH3:29])[CH:13]=3)[CH3:11])[C:7]([NH2:9])=[N:8][C:4]=2[CH:3]=1.[F:32][C:33]1[CH:38]=[CH:37][C:36](B(O)O)=[CH:35][CH:34]=1.[O-]P([O-])([O-])=O.[K+].[K+].[K+].O>O1CCCC1.CC(C1C=C(C(C)C)C(C2C(P(C3CCCCC3)C3CCCCC3)=CC=CC=2)=C(C(C)C)C=1)C.C1C=[C-]C(CCN)=CC=1.Cl[Pd+]>[F:32][C:33]1[CH:38]=[CH:37][C:36]([C:2]2[CH:31]=[CH:30][C:5]3[N:6]([CH:10]([C:12]4[CH:17]=[CH:16][C:15]([O:18][CH2:19][C:20]5[CH:21]=[N:22][C:23]([O:26][CH3:27])=[CH:24][CH:25]=5)=[C:14]([O:28][CH3:29])[CH:13]=4)[CH3:11])[C:7]([NH2:9])=[N:8][C:4]=3[CH:3]=2)=[CH:35][CH:34]=1 |f:2.3.4.5,8.9.10|. Starting materials: IC1=CC2=C(N(C(=N2)N)C(C)C2=CC(=C(C=C2)OCC=2C=NC(=CC2)OC)OC)C=C1 (5-iodo-1-(1-(3-methoxy-4-((6-methoxypyridin-3-yl)methoxy)phenyl)ethyl)-1H-benzo[d]imidazol-2-amine), FC1=CC=C(C=C1)B(O)O (4-fluorophenylboronic acid), [O-]P(=O)([O-])[O-].[K+].[K+].[K+] (potassium phosphate tribasic), O (water). Reagents/catalysts: CC(C)C1=CC(=C(C(=C1)C(C)C)C2=CC=CC=C2P(C3CCCCC3)C4CCCCC4)C(C)C.C1=CC=C([C-]=C1)CCN.Cl[Pd+] (XPhos precatalyst). Procedure: To a stirred solution of 5-iodo-1-(1-(3-methoxy-4-((6-methoxypyridin-3-yl)methoxy)phenyl)ethyl)-1H-benzo[d]imidazol-2-amine (Example 3-45-6) (0.195 g, 0.37 mmol), 4-fluorophenylboronic acid (0.064 g, 0.46 mmol), and potassium phosphate tribasic (0.413 g, 1.91 mmol) in tetrahydrofuran (5 mL)/water (4 mL) was added 2nd generation XPhos precatalyst (0.015 g, 0.018 mmol). The yellow solution was degassed under vacuum/backfilled with nitrogen (×3). The mixture was heated to 60° C. After 90 min, the m... Isolated yield 152.9%. The reactants are C[Si]([N-][Si](C)(C)C)(C)C.[K+] (potassium hexamethyldisilazide), C(C)(C)(C)OC(=O)[C@@]1(CN(C(C1F)=O)[C@H](C)C1=CC=CC=C1)CCCOS(=O)(=O)C1=CC=CC=C1 ((3S)-3-(3-benzenesulfonyloxy-1-propyl)-4-Fluoro-5-oxo-1-[(1R)-1-phenylethyl]pyrrolidine-3-carboxylic acid tert-butyl ester), [Cl-].[NH4+] (ammonium chloride). Solvent: O1CCCC1 (tetrahydrofuran). Conditions: temperature 0 celsius, time 1.5 hour. The product is C(C)(C)(C)OC(=O)[C@@]12CN(C([C@]2(CCC1)F)=O)[C@H](C)C1=CC=CC=C1 ((1S,5R)-5-Fluoro-4-oxo-3-[(1R)-1-phenylethyl]-3-azabicyclo[3.3.0]octan-1-ylcarboxylic acid tert-butyl ester). Reaction SMILES: [C:1]([O:5][C:6]([C@@:8]1([CH2:23][CH2:24]COS(C2C=CC=CC=2)(=O)=O)[CH:12]([F:13])[C:11](=[O:14])[N:10]([C@@H:15]([C:17]2[CH:22]=[CH:21][CH:20]=[CH:19][CH:18]=2)[CH3:16])[CH2:9]1)=[O:7])([CH3:4])([CH3:3])[CH3:2].[CH3:36][Si](C)(C)[N-][Si](C)(C)C.[K+].[Cl-].[NH4+]>O1CCCC1>[C:1]([O:5][C:6]([C@@:8]12[CH2:23][CH2:24][CH2:36][C@:12]1([F:13])[C:11](=[O:14])[N:10]([C@@H:15]([C:17]1[CH:18]=[CH:19][CH:20]=[CH:21][CH:22]=1)[CH3:16])[CH2:9]2)=[O:7])([CH3:4])([CH3:2])[CH3:3] |f:1.2,3.4|. Procedure details: (3S)-3-(3-benzenesulfonyloxy-1-propyl)-4-Fluoro-5-oxo-1-[(1R)-1-phenylethyl]pyrrolidine-3-carboxylic acid tert-butyl ester (10.9 g) was dissolved in tetrahydrofuran (350 mL), and the atmosphere was replaced with argon. Then, potassium hexamethyldisilazide (0.5 M solution in toluene) (86.5 mL) was added dropwise at −15° C., and the mixture was stirred at 0° C. for 1.5 hours. After cooling to −10° C., saturated aqueous ammonium chloride (100 mL) was added dropwise, and the mixture was stirred at r... Reactants: NCC1C(C(C(O1)OC(C(NCCCNC(C(NC(C(NC(NC(C(=O)O)C(C)C)=O)C1NC(NCC1)=N)=O)C(C(C)C)O)=O)C(=O)O)C1OC(C(C1O)O)N1C(NC(C=C1)=O)=O)OC)O (16-({[5-(aminomethyl)-4-hydroxy-3-methoxytetrahydro-2-furanyl]oxy}{5-[2,4-dioxo-3,4-dihydro-1 (2H)-pyrimidinyl]-3,4-dihydroxytetrahydro-2-furanyl}methyl)-9-(1-hydroxy-2-methylpropyl)-6-(2-iminohexahydro-4-pyrimidinyl)-2-isopropyl-4,7,10-trioxo-3,5,8,11,15-pentaazaheptadecane-1,17-dioic acid), C(CCCC)=O (valeraldehyde), C(#N)[BH3-].[Na+] (sodium cyanoborohydride). Solvent: CO (methanol). Product: O=C1N(C=CC(N1)=O)[C@H]1[C@@H]([C@@H]([C@H](O1)[C@@H](C(NCCCNC(C(NC(C(NC(NC(C(=O)O)C(C)C)=O)C1NC(NCC1)=N)=O)C(C(C)C)O)=O)C(=O)O)OC1O[C@@H]([C@@H]([C@H]1OC)O)CNCCCCC)O)O (16-[(R)-{(2S,3S,4R,5R)-5-[2,4-Dioxo-3,4-dihydro-1 (2H)-pyrimidinyl]-3,4-dihydroxytetrahydro-2-furanyl}({(3R,4S,5R)-4-hydroxy-3-methoxy-5-[(pentylamino)methyl]tetrahydro-2-furanyl}oxy)methyl]-9-(1-hydroxy-2-methylpropyl)-6-(2-iminohexahydro-4-pyrimidinyl)-2-isopropyl-4,7,10-trioxo-3,5,8,11,15-pentaazaheptadecane-1,17-dioic Acid). The yield is 13.0%. Reaction SMILES: [NH2:1][CH2:2][CH:3]1[O:7][CH:6]([O:8][CH:9]([CH:49]2[CH:53]([OH:54])[CH:52]([OH:55])[CH:51]([N:56]3[CH:61]=[CH:60][C:59](=[O:62])[NH:58][C:57]3=[O:63])[O:50]2)[CH:10]([C:46]([OH:48])=[O:47])[NH:11][CH2:12][CH2:13][CH2:14][NH:15][C:16](=[O:45])[CH:17]([CH:40]([OH:44])[CH:41]([CH3:43])[CH3:42])[NH:18][C:19](=[O:39])[CH:20]([CH:32]2[CH2:37][CH2:36][NH:35][C:34](=[NH:38])[NH:33]2)[NH:21][C:22](=[O:31])[NH:23][CH:24]([CH:28]([CH3:30])[CH3:29])[C:25]([OH:27])=[O:26])[CH:5]([O:64][CH3:65])[CH:4]1[OH:66].[CH:67](=O)[CH2:68][CH2:69][CH2:70][CH3:71].C([BH3-])#N.[Na+]>CO>[O:63]=[C:57]1[NH:58][C:59](=[O:62])[CH:60]=[CH:61][N:56]1[C@@H:51]1[O:50][C@H:49]([C@H:9]([O:8][CH:6]2[C@H:5]([O:64][CH3:65])[C@@H:4]([OH:66])[C@@H:3]([CH2:2][NH:1][CH2:67][CH2:68][CH2:69][CH2:70][CH3:71])[O:7]2)[CH:10]([C:46]([OH:48])=[O:47])[NH:11][CH2:12][CH2:13][CH2:14][NH:15][C:16](=[O:45])[CH:17]([CH:40]([OH:44])[CH:41]([CH3:42])[CH3:43])[NH:18][C:19](=[O:39])[CH:20]([CH:32]2[CH2:37][CH2:36][NH:35][C:34](=[NH:38])[NH:33]2)[NH:21][C:22](=[O:31])[NH:23][CH:24]([CH:28]([CH3:29])[CH3:30])[C:25]([OH:27])=[O:26])[C@@H:53]([OH:54])[C@H:52]1[OH:55] |f:2.3|. Procedure details: The title compound is prepared by the procedure of Example 17, using 50.0 mg (53 μmol) of 16-({[5-(aminomethyl)-4-hydroxy-3-methoxytetrahydro-2-furanyl]oxy}{5-[2,4-dioxo-3,4-dihydro-1 (2H)-pyrimidinyl]-3,4-dihydroxytetrahydro-2-furanyl}methyl)-9-(1-hydroxy-2-methylpropyl)-6-(2-iminohexahydro-4-pyrimidinyl)-2-isopropyl-4,7,10-trioxo-3,5,8,11,15-pentaazaheptadecane-1,17-dioic acid (λmax nm in water=259) in 0.4 ml of methanol, 4.7 mg (1.0 eq., 55 μmol) of valeraldehyde and 3.3 mg (1.0 eq., 53 μmol)... Starting materials: hydrochloride salt, CC1=CC=C(C=C1)S(=O)(=O)OCC1OC2=C(C1)C=CC=C2C=2C=NC=CC2 ((7-pyridin-3-yl-2,3-dihydro-1-benzofuran-2-yl)methyl 4-methylbenzenesulfonate), CN (methylamine). The product is CNCC1OC2=C(C1)C=CC=C2C=2C=NC=CC2 ((±)-N-methyl-1-(7-pyridin-3-yl-2,3-dihydro-1-benzofuran-2-yl)methanamine). Reaction SMILES: CC1C=CC(S(O[CH2:12][CH:13]2[CH2:17][C:16]3[CH:18]=[CH:19][CH:20]=[C:21]([C:22]4[CH:23]=[N:24][CH:25]=[CH:26][CH:27]=4)[C:15]=3[O:14]2)(=O)=O)=CC=1.[CH3:28][NH2:29]>>[CH3:28][NH:29][CH2:12][CH:13]1[CH2:17][C:16]2[CH:18]=[CH:19][CH:20]=[C:21]([C:22]3[CH:23]=[N:24][CH:25]=[CH:26][CH:27]=3)[C:15]=2[O:14]1. Procedure: The title compound was prepared (0.367 g, 70%) following the general procedure of Example 390 as a white solid, hydrochloride salt from (7-pyridin-3-yl-2,3-dihydro-1-benzofuran-2-yl)methyl 4-methylbenzenesulfonate (0.730 g, 1.91 mmol) and methylamine (1.14 g, 36.7 mmol). mp 212-215° C. Starting materials: OB(O)C1=CCCC1, CCOC(=O)C1(NC(=O)c2cccc(C)c2I)Cc2ccccc2C1, C1COCCO1, c1ccc(P(c2ccccc2)(c2ccccc2)[Pd](P(c2ccccc2)(c2ccccc2)c2ccccc2)(P(c2ccccc2)(c2ccccc2)c2ccccc2)P(c2ccccc2)(c2ccccc2)c2ccccc2)cc1. The product is CCOC(=O)C1(NC(=O)c2cccc(C)c2C2=CCCC2)Cc2ccccc2C1. As a reaction SMILES: [C:26]1([B:31]([OH:32])[OH:33])=[CH:27][CH2:28][CH2:29][CH2:30]1.[CH2:1]([CH3:2])[O:3][C:4](=[O:5])[C:6]1([NH:15][C:16]([c:17]2[c:18]([I:24])[c:19]([CH3:23])[cH:20][cH:21][cH:22]2)=[O:25])[CH2:7][c:8]2[cH:9][cH:10][cH:11][cH:12][c:13]2[CH2:14]1.[O:34]1[CH2:35][CH2:36][O:37][CH2:38][CH2:39]1.[cH:40]1[cH:41][cH:42][c:43]([P:44]([Pd:45]([P:46]([c:47]2[cH:48][cH:49][cH:50][cH:51][cH:52]2)([c:53]2[cH:54][cH:55][cH:56][cH:57][cH:58]2)[c:59]2[cH:60][cH:61][cH:62][cH:63][cH:64]2)([P:65]([c:66]2[cH:67][cH:68][cH:69][cH:70][cH:71]2)([c:72]2[cH:73][cH:74][cH:75][cH:76][cH:77]2)[c:78]2[cH:79][cH:80][cH:81][cH:82][cH:83]2)[P:84]([c:85]2[cH:86][cH:87][cH:88][cH:89][cH:90]2)([c:91]2[cH:92][cH:93][cH:94][cH:95][cH:96]2)[c:97]2[cH:98][cH:99][cH:100][cH:101][cH:102]2)([c:103]2[cH:104][cH:105][cH:106][cH:107][cH:108]2)[c:109]2[cH:110][cH:111][cH:112][cH:113][cH:114]2)[cH:115][cH:116]1>>[CH2:1]([CH3:2])[O:3][C:4](=[O:5])[C:6]1([NH:15][C:16]([c:17]2[c:18]([C:26]3=[CH:27][CH2:28][CH2:29][CH2:30]3)[c:19]([CH3:23])[cH:20][cH:21][cH:22]2)=[O:25])[CH2:7][c:8]2[cH:9][cH:10][cH:11][cH:12][c:13]2[CH2:14]1.